Dataset: the Open Reaction Database (ORD), a public repository of structured organic reaction records. Task: describe an organic reaction: reactants, conditions, products, and yield Starting materials: ClC(C1=CC(=C(C(=N1)C(F)(F)F)C(=O)OCC)O)(F)F (Ethyl 6-(chlorodifluoromethyl)-4-hydroxy-2-(trifluoromethyl)-3-pyridinecarboxylate), N1=C(C=CC=C1C)C (2,6-lutidine), P(=O)(Cl)(Cl)Cl (phosphorus oxychloride). Yields the product ClC1=C(C(=NC(=C1)C(F)(F)Cl)C(F)(F)F)C(=O)OCC (Ethyl 4-chloro-6-(chlorodifluoromethyl)-2-(trifluoromethyl)-3-pyridinecarboxylate). The yield is 85.6%. Reaction SMILES: [Cl:1][C:2]([F:20])([F:19])[C:3]1[N:8]=[C:7]([C:9]([F:12])([F:11])[F:10])[C:6]([C:13]([O:15][CH2:16][CH3:17])=[O:14])=[C:5](O)[CH:4]=1.N1C(C)=CC=CC=1C.P(Cl)(Cl)([Cl:31])=O>>[Cl:31][C:5]1[CH:4]=[C:3]([C:2]([Cl:1])([F:20])[F:19])[N:8]=[C:7]([C:9]([F:12])([F:11])[F:10])[C:6]=1[C:13]([O:15][CH2:16][CH3:17])=[O:14]. Procedure details: This compound was prepared as described in Example 19: 75 g (0.235 mol) of product of Example 5, 50.29 g (55 ml, 0.469 mol) of 2,6-lutidine and 252.66 g (214 ml, 2.3 mol) of phosphorus oxychloride were reacted affording 68 g of a black oil. Crude was purified by kugelrohr distillation at 200 Pa, pot temperature 110° C., to give 48 g (60%) of product as a yellow oil; nD25 1.4466.